From a dataset of the Open Reaction Database (ORD), a public repository of structured organic reaction records. describe an organic reaction: reactants, conditions, products, and yield The reactants are BrCCCOc1ccc2cccnc2c1, NCC1COc2cc3c(cc2O1)OCO3, CCN(C(C)C)C(C)C, [I-], [Na+], CN(C)C=O. Yields the product c1cnc2cc(OCCCNCC3COc4cc5c(cc4O3)OCO5)ccc2c1. RXN SMILES: [Br:16][CH2:17][CH2:18][CH2:19][O:20][c:21]1[cH:22][cH:23][c:24]2[cH:25][cH:26][cH:27][n:28][c:29]2[cH:30]1.[CH2:1]1[O:2][c:3]2[cH:4][c:5]3[c:6]([cH:13][c:14]2[O:15]1)[O:7][CH:8]([CH2:11][NH2:12])[CH2:9][O:10]3.[CH:31]([N:32]([CH:33]([CH3:34])[CH3:35])[CH2:36][CH3:37])([CH3:38])[CH3:39].[I-:41].[Na+:40].[O:42]=[CH:43][N:44]([CH3:45])[CH3:46]>>[CH2:1]1[O:2][c:3]2[cH:4][c:5]3[c:6]([cH:13][c:14]2[O:15]1)[O:7][CH:8]([CH2:11][NH:12][CH2:17][CH2:18][CH2:19][O:20][c:21]1[cH:22][cH:23][c:24]2[cH:25][cH:26][cH:27][n:28][c:29]2[cH:30]1)[CH2:9][O:10]3.